Dataset: the Open Reaction Database (ORD), a public repository of structured organic reaction records. Task: describe an organic reaction: reactants, conditions, products, and yield The product is C(C)(C)(C)OC(=O)N1CCC=2C(=NN(C2CC1)CC1=C(C=C(C=C1)OC)C)C1=CC=C(C=C1)Cl (3-(4-chloro-phenyl)-1-(4-methoxy-2-methyl-benzyl)-1,4,5,6,7,8-hexahydro-1,2,6-triaza-azulene-6-carboxylic acid tert-butyl ester). Reaction conditions: temperature 110 celsius. Run in C1(=CC=CC=C1)C (toluene). Reported procedure: To a solution of 3-(4-chloro-phenyl)-4,5,7,8-tetrahydro-1H-1,2,6-triaza-azulene-6-carboxylic acid tert-butyl ester (Example 103, Step B; 0.4 mmol) in toluene (3 mL) was added 4-methoxy-2-methyl-benzyl chloride (0.9 mmol) and cyanomethylene-tri-n-butylphosphorane (1 mmol). The mixture was heated at 110° C. for 16 h. After concentration and purification (SiO2, EtOAc/hexanes), 3-(4-chloro-phenyl)-1-(4-methoxy-2-methyl-benzyl)-1,4,5,6,7,8-hexahydro-1,2,6-triaza-azulene-6-carboxylic acid tert-butyl e... RXN SMILES: [C:1]([O:5][C:6]([N:8]1[CH2:17][CH2:16][C:15]2[NH:14][N:13]=[C:12]([C:18]3[CH:23]=[CH:22][C:21]([Cl:24])=[CH:20][CH:19]=3)[C:11]=2[CH2:10][CH2:9]1)=[O:7])([CH3:4])([CH3:3])[CH3:2].[CH3:25][O:26][C:27]1[CH:34]=[CH:33][C:30]([CH2:31]Cl)=[C:29]([CH3:35])[CH:28]=1.C(C=P(CCCC)(CCCC)CCCC)#N>C1(C)C=CC=CC=1>[C:1]([O:5][C:6]([N:8]1[CH2:17][CH2:16][C:15]2[N:14]([CH2:31][C:30]3[CH:33]=[CH:34][C:27]([O:26][CH3:25])=[CH:28][C:29]=3[CH3:35])[N:13]=[C:12]([C:18]3[CH:23]=[CH:22][C:21]([Cl:24])=[CH:20][CH:19]=3)[C:11]=2[CH2:10][CH2:9]1)=[O:7])([CH3:4])([CH3:2])[CH3:3]. The reactants are C(C)(C)(C)OC(=O)N1CCC=2C(=NNC2CC1)C1=CC=C(C=C1)Cl (3-(4-chloro-phenyl)-4,5,7,8-tetrahydro-1H-1,2,6-triaza-azulene-6-carboxylic acid tert-butyl ester), COC1=CC(=C(CCl)C=C1)C (4-methoxy-2-methyl-benzyl chloride), C(#N)C=P(CCCC)(CCCC)CCCC (cyanomethylene-tri-n-butylphosphorane). Starting materials: Cc1ccccc1, CC(C)C(O)c1ccc(Cl)c(C(F)(F)F)c1, O, O, Cc1ccc(S(=O)(=O)O)cc1. Product: CC(C)=Cc1ccc(Cl)c(C(F)(F)F)c1. As a reaction SMILES: [CH3:30][c:31]1[cH:32][cH:33][cH:34][cH:35][cH:36]1.[Cl:1][c:2]1[c:3]([C:13]([F:14])([F:15])[F:16])[cH:4][c:5]([CH:8]([CH:9]([CH3:10])[CH3:11])[OH:12])[cH:6][cH:7]1.[OH2:17].[OH2:29].[c:18]1([CH3:19])[cH:20][cH:21][c:22]([S:23]([OH:24])(=[O:25])=[O:26])[cH:27][cH:28]1>>[Cl:1][c:2]1[c:3]([C:13]([F:14])([F:15])[F:16])[cH:4][c:5]([CH:8]=[C:9]([CH3:10])[CH3:11])[cH:6][cH:7]1.